Dataset: the Open Reaction Database (ORD), a public repository of structured organic reaction records. Task: describe an organic reaction: reactants, conditions, products, and yield The reactants are CCOc1ccccc1Br, C1CCOC1, COc1ccc2c(c1)C(=O)C(=O)N2, CCOCC, [Cl-], I, [Mg], [NH4+]. Yields the product CCOc1ccccc1C1(O)C(=O)Nc2ccc(OC)cc21. Reaction SMILES: [Br:2][c:3]1[c:4]([O:9][CH2:10][CH3:11])[cH:5][cH:6][cH:7][cH:8]1.[CH2:33]1[O:34][CH2:35][CH2:36][CH2:37]1.[CH3:13][O:14][c:15]1[cH:16][c:17]2[c:21]([cH:22][cH:23]1)[NH:20][C:19](=[O:24])[C:18]2=[O:25].[CH3:28][CH2:29][O:30][CH2:31][CH3:32].[Cl-:26].[I:12].[Mg:1].[NH4+:27]>>[c:3]1([C:18]2([OH:25])[c:17]3[cH:16][c:15]([O:14][CH3:13])[cH:23][cH:22][c:21]3[NH:20][C:19]2=[O:24])[c:4]([O:9][CH2:10][CH3:11])[cH:5][cH:6][cH:7][cH:8]1. Starting materials: [I-].C[N+]1=CC=C(C=C1)C(=O)N1CC2=CC=CC=C2CC1 (1-methyl-4-[(1,2,3,4-tetrahydro-2-isoquinolyl)carbonyl]pyridinium iodide). The reagents and catalysts are [Pt]=O (platinum oxide). Run in CO (methanol). Conditions: time 12 hour. The product is CN1CCC(CC1)C(=O)N1CC2=CC=CC=C2CC1 (2-[(1-Methyl-4-piperidyl)carbonyl]1,2,3,4-tetrahydroisoquinoline). RXN SMILES: [I-].[CH3:2][N+:3]1[CH:8]=[CH:7][C:6]([C:9]([N:11]2[CH2:20][CH2:19][C:18]3[C:13](=[CH:14][CH:15]=[CH:16][CH:17]=3)[CH2:12]2)=[O:10])=[CH:5][CH:4]=1>[Pt]=O.CO>[CH3:2][N:3]1[CH2:4][CH2:5][CH:6]([C:9]([N:11]2[CH2:20][CH2:19][C:18]3[C:13](=[CH:14][CH:15]=[CH:16][CH:17]=3)[CH2:12]2)=[O:10])[CH2:7][CH2:8]1 |f:0.1|. Reported procedure: 4 g (10.5 mmol) of 1-methyl-4-[(1,2,3,4-tetrahydro-2-isoquinolyl)carbonyl]pyridinium iodide and 0.4 g of platinum oxide are introduced into 250 ml of methanol, and the mixture is subjected to hydrogenation for 12 h under a pressure of approximately 0.41 MPa. The catalyst is filtered off, the solvent evaporated off and the residue neutralized, and an oil is obtained which crystallizes and which is used without further treatment in the following stage. The reactants are ClC1=C2C(=CN(C2=CC=C1)[C@H]1[C@H](OC(C)=O)[C@@H](OC(C)=O)[C@H](OC(C)=O)[C@H](O1)COC(C)=O)C=O (4-chloro-1-(2,3,4,6-tetra-O-acetyl-β-D-glucopyranosyl)indole-3-carboxaldehyde), FC(OC1=CC=C(C=C1)B(O)O)F (4-(difluoromethoxy)benzeneboronic acid), hydroxyl(1,5-cyclooctadiene)rhodium(I), C(C)(C)(C)P(C(C)(C)C)C(C)(C)C (tri-tert-butylphosphine), COCCOC (1,2-dimethoxy-ethane). The solvent is O (H2O). The product is ClC1=C2C(=CN(C2=CC=C1)[C@H]1[C@H](OC(C)=O)[C@@H](OC(C)=O)[C@H](OC(C)=O)[C@H](O1)COC(C)=O)C(O)C1=CC=C(C=C1)OC(F)F (4-chloro-1-(2,3,4,6-tetra-O-acetyl-β-D-glucopyranosyl)-indol-3-yl 4-(difluoromethoxy)phenyl methanol). Reaction SMILES: [Cl:1][C:2]1[CH:10]=[CH:9][CH:8]=[C:7]2[C:3]=1[C:4]([CH:34]=[O:35])=[CH:5][N:6]2[C@@H:11]1[O:28][C@H:27]([CH2:29][O:30][C:31](=[O:33])[CH3:32])[C@@H:22]([O:23][C:24](=[O:26])[CH3:25])[C@H:17]([O:18][C:19](=[O:21])[CH3:20])[C@H:12]1[O:13][C:14](=[O:16])[CH3:15].[F:36][CH:37]([F:48])[O:38][C:39]1[CH:44]=[CH:43][C:42](B(O)O)=[CH:41][CH:40]=1.C(P(C(C)(C)C)C(C)(C)C)(C)(C)C.COCCOC>O>[Cl:1][C:2]1[CH:10]=[CH:9][CH:8]=[C:7]2[C:3]=1[C:4]([CH:34]([C:42]1[CH:43]=[CH:44][C:39]([O:38][CH:37]([F:48])[F:36])=[CH:40][CH:41]=1)[OH:35])=[CH:5][N:6]2[C@@H:11]1[O:28][C@H:27]([CH2:29][O:30][C:31](=[O:33])[CH3:32])[C@@H:22]([O:23][C:24](=[O:26])[CH3:25])[C@H:17]([O:18][C:19](=[O:21])[CH3:20])[C@H:12]1[O:13][C:14](=[O:16])[CH3:15]. Procedure details: A mixture solution of 4-chloro-1-(2,3,4,6-tetra-O-acetyl-β-D-glucopyranosyl)indole-3-carboxaldehyde (50 mg) obtained in Example 29-(1), 4-(difluoromethoxy)benzeneboronic acid (55 mg), hydroxyl(1,5-cyclooctadiene)rhodium(I) dimer (1.3 mg) and tri-tert-butylphosphine (0.6 mg) in H2O (1.0 ml)-1,2-dimethoxy-ethane (2.0 ml) was stirred at 80° C. under argon atmosphere for 19 hours. The reaction mixture was cooled to room temperature, and extracted with ethyl acetate (20 ml). The organic layer was fil... Reactants: [Br-], CC#N, Cl, CC(C)(C)ON=O, Nc1nc2c(Oc3ccccc3)cccc2s1. Yields the product Brc1nc2c(Oc3ccccc3)cccc2s1. Reaction SMILES: [Br-:1].[CH3:2][C:3]#[N:4].[ClH:29].[N:5]([O:6][C:7]([CH3:8])([CH3:9])[CH3:10])=[O:11].[NH2:12][c:13]1[s:14][c:15]2[c:16]([n:17]1)[c:18]([O:22][c:23]1[cH:24][cH:25][cH:26][cH:27][cH:28]1)[cH:19][cH:20][cH:21]2>>[Br:1][c:13]1[s:14][c:15]2[c:16]([n:17]1)[c:18]([O:22][c:23]1[cH:24][cH:25][cH:26][cH:27][cH:28]1)[cH:19][cH:20][cH:21]2. RXN SMILES: [CH3:1][O:2][CH2:3][CH2:4][N:5]1[CH2:6][CH2:7][c:8]2[c:9]([cH:12][c:13]([NH2:16])[cH:14][cH:15]2)[CH2:10][CH2:11]1.[Cl:17][c:18]1[n:19][cH:20][c:21]([Cl:36])[c:22]([NH:24][CH:25]2[CH2:26][CH2:27][CH:28]([NH:31][S:32](=[O:33])(=[O:34])[CH3:35])[CH2:29][CH2:30]2)[n:23]1>>[CH3:1][O:2][CH2:3][CH2:4][N:5]1[CH2:6][CH2:7][c:8]2[c:9]([cH:12][c:13]([NH:16][c:18]3[n:19][cH:20][c:21]([Cl:36])[c:22]([NH:24][CH:25]4[CH2:26][CH2:27][CH:28]([NH:31][S:32](=[O:33])(=[O:34])[CH3:35])[CH2:29][CH2:30]4)[n:23]3)[cH:14][cH:15]2)[CH2:10][CH2:11]1. Yields the product COCCN1CCc2ccc(Nc3ncc(Cl)c(NC4CCC(NS(C)(=O)=O)CC4)n3)cc2CC1. Reactants: COCCN1CCc2ccc(N)cc2CC1, CS(=O)(=O)NC1CCC(Nc2nc(Cl)ncc2Cl)CC1. Reactants: C(C1=CC=CC=C1)OCC(C=O)NC(OC(C)(C)C)=O (tert-butyl 2-(benzyloxy)-1-formylethylcarbamate), FC1=CC=C(CN)C=C1 (4-fluorobenzylamine), C(=O)(O)[O-].[Na+] (NaHCO3), C(C)(=O)O[BH-](OC(C)=O)OC(C)=O.[Na+] (sodium triacetoxyborohydride). The solvent is C1CCOC1 (THF). Reaction conditions: time 10 minute. Yields the product C(C1=CC=CC=C1)OCC(CNCC1=CC=C(C=C1)F)NC(OC(C)(C)C)=O (tert-Butyl 2-(benzyloxy)-1-{[(4-fluorobenzyl)amino]methyl}-ethylcarbamate). RXN SMILES: [CH2:1]([O:8][CH2:9][CH:10]([NH:13][C:14](=[O:20])[O:15][C:16]([CH3:19])([CH3:18])[CH3:17])[CH:11]=O)[C:2]1[CH:7]=[CH:6][CH:5]=[CH:4][CH:3]=1.[F:21][C:22]1[CH:29]=[CH:28][C:25]([CH2:26][NH2:27])=[CH:24][CH:23]=1.C(O[BH-](OC(=O)C)OC(=O)C)(=O)C.[Na+].C([O-])(O)=O.[Na+]>C1COCC1>[CH2:1]([O:8][CH2:9][CH:10]([NH:13][C:14](=[O:20])[O:15][C:16]([CH3:19])([CH3:18])[CH3:17])[CH2:11][NH:27][CH2:26][C:25]1[CH:28]=[CH:29][C:22]([F:21])=[CH:23][CH:24]=1)[C:2]1[CH:7]=[CH:6][CH:5]=[CH:4][CH:3]=1 |f:2.3,4.5|. Reported procedure: To a stirred solution of tert-butyl 2-(benzyloxy)-1-formylethylcarbamate (3.29 g, 11.8 mmol) in anhydrous THF (12 mL) was added 4-fluorobenzylamine (2.03 mL, 17.7 mmol). After 10 min, sodium triacetoxyborohydride (3.99 g, 18.8 mmol) was added, and the reaction was stirred at ambient temperature under inert atmosphere for 30 min. Saturated aqueous NaHCO3 solution was added and the mixture stirred until gas evolution ceased. The aqueous layer was extracted with EtOAc, saturated with NaCl and again... Reactants: C(C)(=O)OO (peracetic acid), sulfoxide, [N+](=O)([O-])C=1C=C(C=C(C1)[N+](=O)[O-])CS(=O)C1=[N+](C=CC=C1)[O-] (2-[[(3,5-dinitrophenyl)methyl]sulfinyl]-pyridine-N-oxide), C(C)(=O)OO (peracetic acid). Run in C(C)(=O)O (acetic acid), C(C)(=O)O (acetic acid), C(C)(=O)O (acetic acid). Run at temperature 70 celsius. Yields the product [N+](=O)([O-])C=1C=C(C=C(C1)[N+](=O)[O-])CS(=O)(=O)C1=[N+](C=CC=C1)[O-] (2-[[(3,5-dinitrophenyl)methyl]sulfonyl]pyridine-N-oxide). As a reaction SMILES: [N+:1]([C:4]1[CH:5]=[C:6]([CH2:13][S:14]([C:16]2[CH:21]=[CH:20][CH:19]=[CH:18][N+:17]=2[O-:22])=[O:15])[CH:7]=[C:8]([N+:10]([O-:12])=[O:11])[CH:9]=1)([O-:3])=[O:2].C(OO)(=[O:25])C>C(O)(=O)C>[N+:1]([C:4]1[CH:5]=[C:6]([CH2:13][S:14]([C:16]2[CH:21]=[CH:20][CH:19]=[CH:18][N+:17]=2[O-:22])(=[O:25])=[O:15])[CH:7]=[C:8]([N+:10]([O-:12])=[O:11])[CH:9]=1)([O-:3])=[O:2]. Reported procedure: To 14.0 g (0.043 mole) of 2-[[(3,5-dinitrophenyl)methyl]sulfinyl]-pyridine-N-oxide in 35 ml of glacial acetic acid was added, dropwise over 0.5 hours with stirring, 8.2 g of 40% peracetic acid in acetic acid. After addition was complete, the mixture was heated to 70° C. for 4.5 hours. The mixture was cooled to room temperature, and then an additional 2.0 g of 40% peracetic acid was added, and the mixture heated to 45-50° C. for three hours while stirring. The mixture became quite thick, so 20 ml...